This data is from the Open Reaction Database (ORD), a public repository of structured organic reaction records. The task is: describe an organic reaction: reactants, conditions, products, and yield Starting materials: C(C)OC(=O)C=1NC2=CC=C(C=C2C1)OC (5-methoxy-1H-indole-2-carboxylic acid ethyl ester), BrCC1=CC=CC2=CC=CC=C12 (1-bromomethyl-naphthalene). The product is COC=1C=C2C=C(N(C2=CC1)CC1=CC=CC2=CC=CC=C12)C(=O)O (5-Methoxy-1-naphthalen-1-ylmethyl-1H-indole-2-carboxylic acid). Reaction SMILES: C([O:3][C:4]([C:6]1[NH:7][C:8]2[C:13]([CH:14]=1)=[CH:12][C:11]([O:15][CH3:16])=[CH:10][CH:9]=2)=[O:5])C.Br[CH2:18][C:19]1[C:28]2[C:23](=[CH:24][CH:25]=[CH:26][CH:27]=2)[CH:22]=[CH:21][CH:20]=1>>[CH3:16][O:15][C:11]1[CH:12]=[C:13]2[C:8](=[CH:9][CH:10]=1)[N:7]([CH2:18][C:19]1[C:28]3[C:23](=[CH:24][CH:25]=[CH:26][CH:27]=3)[CH:22]=[CH:21][CH:20]=1)[C:6]([C:4]([OH:3])=[O:5])=[CH:14]2. Reported procedure: Using general procedure B, 5-methoxy-1H-indole-2-carboxylic acid ethyl ester was coupled with 1-bromomethyl-naphthalene and the product obtained was hydrolyzed to give the title compound as white solid. MS: 330.0 ([M−H]−).